From a dataset of the Open Reaction Database (ORD), a public repository of structured organic reaction records. describe an organic reaction: reactants, conditions, products, and yield Reactants: O.C([O-])(O)=O.[Na+] (sodium bicarbonate water), FF (fluorine), C1CCOC1 (THF), p-formaldehyde, CCCCCC.C(CCC)[Li] (butyllithium hexane). Conditions: time 5 hour. The product is C1(=CC=CC=2C3=CC=CC=C3CC12)CO (fluorenylmethanol). As a reaction SMILES: FF.[CH3:3][CH2:4][CH2:5][CH2:6][CH2:7][CH3:8].[CH2:9]([Li])[CH2:10][CH2:11][CH3:12].O.[C:15](=[O:18])(O)[O-].[Na+].[CH2:20]1[CH2:24]OC[CH2:21]1>>[C:5]1([CH2:15][OH:18])[C:4]2[CH2:24][C:20]3[C:9](=[CH:10][CH:11]=[CH:12][CH:21]=3)[C:3]=2[CH:8]=[CH:7][CH:6]=1 |f:1.2,3.4.5|. Reported procedure: 60 g (0.36 mol) of fluorine was dissolved in 1,500 mL of dehydrated THF. Thereafter, 225 mL of a butyllithium hexane solution (1.6 M) was slowly added dropwise thereto at 0° C. in an argon gas atmosphere. 12 g of p-formaldehyde was then added, followed by stirring at room temperature for 5 hours. After stirring, 600 mL of a saturated sodium bicarbonate water was added, the mixture was extracted with diethyl ether, and the organic layer was washed twice with saturated saline. After drying over an... The reactants are CO, Nc1ccc(Oc2nccc(-c3cccnc3)n2)cc1[N+](=O)[O-]. Yields the product Nc1ccc(Oc2nccc(-c3cccnc3)n2)cc1N. As a reaction SMILES: [CH3:24][OH:25].[N+:1]([O-:2])(=[O:3])[c:4]1[c:5]([NH2:23])[cH:6][cH:7][c:8]([O:10][c:11]2[n:12][cH:13][cH:14][c:15](-[c:17]3[cH:18][n:19][cH:20][cH:21][cH:22]3)[n:16]2)[cH:9]1>>[NH2:1][c:4]1[c:5]([NH2:23])[cH:6][cH:7][c:8]([O:10][c:11]2[n:12][cH:13][cH:14][c:15](-[c:17]3[cH:18][n:19][cH:20][cH:21][cH:22]3)[n:16]2)[cH:9]1. Reactants: BrCCCCCC1=CC=C(C=C1)C1=CC=CC=C1 (4-(5-bromopentyl)-1,1′-biphenyl), N1=C(C=CC=C1)C (2-picoline). Run at temperature 65 celsius. Yields the product [Br-].C1(=CC=C(C=C1)CCCCC[N+]1=C(C=CC=C1)C)C1=CC=CC=C1 (1-[5-(1,1′-biphenyl-4-yl)-pentyl]-2-methyl-pyridinium bromide). Yield: 84.0%. RXN SMILES: [Br:1][CH2:2][CH2:3][CH2:4][CH2:5][CH2:6][C:7]1[CH:12]=[CH:11][C:10]([C:13]2[CH:18]=[CH:17][CH:16]=[CH:15][CH:14]=2)=[CH:9][CH:8]=1.[N:19]1[CH:24]=[CH:23][CH:22]=[CH:21][C:20]=1[CH3:25]>>[Br-:1].[C:10]1([C:13]2[CH:18]=[CH:17][CH:16]=[CH:15][CH:14]=2)[CH:11]=[CH:12][C:7]([CH2:6][CH2:5][CH2:4][CH2:3][CH2:2][N+:19]2[CH:24]=[CH:23][CH:22]=[CH:21][C:20]=2[CH3:25])=[CH:8][CH:9]=1 |f:2.3|. Procedure details: A mixture of 4-(5-bromopentyl)-1,1′-biphenyl (358 mg, 1.18 mmol) and 2-picoline (1 mL) was heated at 60-70° C. for 12 hrs. The resulting mixture was washed with diethyl ether and then dissolved in water (15 mL). The aqueous solution was extracted with diethyl ether (30 mL×3). Water was removed by lyophilization to afford 393 mg of the title compound. Yield: 84%. 1H NMR (300 MHz, CDCl3) δ 1.53 (m, 2H), 1.71 (m, 2H), 1.95 (m, 2H), 2.65 (t, J=7.5 Hz, 2H), 2.92 (s, 3H), 4.83 (t, J=8.1 Hz, 2H), 7.20-... Reactants: N#Cc1ccc(CCN2CCC(N3CCc4ccccc43)CC2)cn1, CC(C)C[Al+]CC(C)C, Cc1ccccc1, CCOCC, [H-], [Na+], [OH-], O=S(=O)(O)O. Yields the product OCc1ccc(CCN2CCC(N3CCc4ccccc43)CC2)cn1. RXN SMILES: [C:1](#[N:2])[c:3]1[n:4][cH:5][c:6]([CH2:9][CH2:10][N:11]2[CH2:12][CH2:13][CH:14]([N:17]3[CH2:18][CH2:19][c:20]4[cH:21][cH:22][cH:23][cH:24][c:25]43)[CH2:15][CH2:16]2)[cH:7][cH:8]1.[CH2:27]([Al+:28][CH2:29][CH:30]([CH3:31])[CH3:32])[CH:33]([CH3:34])[CH3:35].[CH3:43][c:44]1[cH:45][cH:46][cH:47][cH:48][cH:49]1.[CH3:50][CH2:51][O:52][CH2:53][CH3:54].[H-:26].[Na+:42].[OH-:41].[S:36]([OH:37])(=[O:38])(=[O:39])[OH:40]>>[CH2:1]([c:3]1[n:4][cH:5][c:6]([CH2:9][CH2:10][N:11]2[CH2:12][CH2:13][CH:14]([N:17]3[CH2:18][CH2:19][c:20]4[cH:21][cH:22][cH:23][cH:24][c:25]43)[CH2:15][CH2:16]2)[cH:7][cH:8]1)[OH:37].